This data is from the Open Reaction Database (ORD), a public repository of structured organic reaction records. The task is: describe an organic reaction: reactants, conditions, products, and yield Reported procedure: Sodium borohydride (240 mg) is added to an ice-cooled solution of 4-[2-(5-bromo-2-chloro-pyridin-4-yl)-acetyl]-piperidine-1-carboxylic acid tert-butyl ester (1.65 g) in a mixture of tetrahydrofuran (40 mL) and water (10 mL). The resulting mixture is stirred for 0.5 h at room temperature. 2 N Aqueous citric acid is added and the mixture is extracted with ethyl acetate. The combined extracts are washed with aqueous NaHCO3 solution and brine, dried over MgSO4, and concentrated in vacuo. The residue... The product is C(C)(C)(C)OC(=O)N1CCC(CC1)C(CC1=CC(=NC=C1Br)Cl)O (4-[2-(5-Bromo-2-chloro-pyridin-4-yl)-1-hydroxy-ethyl]-piperidine-1-carboxylic acid tert-butyl ester). The solvent is O1CCCC1 (tetrahydrofuran), O (water). Starting materials: C(CC(O)(C(=O)O)CC(=O)O)(=O)O (citric acid), [BH4-].[Na+] (Sodium borohydride), ice, C(C)(C)(C)OC(=O)N1CCC(CC1)C(CC1=CC(=NC=C1Br)Cl)=O (4-[2-(5-bromo-2-chloro-pyridin-4-yl)-acetyl]-piperidine-1-carboxylic acid tert-butyl ester). RXN SMILES: [BH4-].[Na+].[C:3]([O:7][C:8]([N:10]1[CH2:15][CH2:14][CH:13]([C:16](=[O:26])[CH2:17][C:18]2[C:23]([Br:24])=[CH:22][N:21]=[C:20]([Cl:25])[CH:19]=2)[CH2:12][CH2:11]1)=[O:9])([CH3:6])([CH3:5])[CH3:4].C(O)(=O)CC(CC(O)=O)(C(O)=O)O>O1CCCC1.O>[C:3]([O:7][C:8]([N:10]1[CH2:11][CH2:12][CH:13]([CH:16]([OH:26])[CH2:17][C:18]2[C:23]([Br:24])=[CH:22][N:21]=[C:20]([Cl:25])[CH:19]=2)[CH2:14][CH2:15]1)=[O:9])([CH3:6])([CH3:4])[CH3:5] |f:0.1|. Conditions: time 0.5 hour. The reactants are Cc1ccc(S(=O)(=O)O)cc1, ClCCl, O, C[Si](C)(C)OC1(C#CC(=O)c2ccncc2)CCCC1. Yields the product O=C(C#CC1(O)CCCC1)c1ccncc1. RXN SMILES: [CH3:21][c:22]1[cH:23][cH:24][c:25]([S:26]([OH:27])(=[O:28])=[O:29])[cH:30][cH:31]1.[Cl:32][CH2:33][Cl:34].[OH2:35].[n:1]1[cH:2][cH:3][c:4]([C:7]([C:8]#[C:9][C:10]2([O:15][Si:16]([CH3:17])([CH3:18])[CH3:19])[CH2:11][CH2:12][CH2:13][CH2:14]2)=[O:20])[cH:5][cH:6]1>>[n:1]1[cH:2][cH:3][c:4]([C:7]([C:8]#[C:9][C:10]2([OH:15])[CH2:11][CH2:12][CH2:13][CH2:14]2)=[O:20])[cH:5][cH:6]1. Starting materials: CN1C(N(C(C=2C1=CN(C2B(O)O)COCC[Si](C)(C)C)=O)C)=O (1,3-dimethyl-2,4-dioxo-6-((2-(trimethylsilyl)ethoxy)methyl)-2,3,4,6-tetrahydro-1H-pyrrolo[3,4-d]pyrimidin-5-ylboronic acid), BrC1=CC(=CC=C1)F (1-bromo-3-fluorobenzene). Yields the product FC=1C=C(C=CC1)C=1N(C=C2N(C(N(C(C21)=O)C)=O)C)COCC[Si](C)(C)C (5-(3-Fluorophenyl)-1,3-dimethyl-6-((2-(trimethylsilyl)ethoxy)methyl)-1H-pyrrolo[3,4-d]pyrimidine-2,4(3H,6H)-dione). RXN SMILES: [CH3:1][N:2]1[C:7]2=[CH:8][N:9]([CH2:14][O:15][CH2:16][CH2:17][Si:18]([CH3:21])([CH3:20])[CH3:19])[C:10](B(O)O)=[C:6]2[C:5](=[O:22])[N:4]([CH3:23])[C:3]1=[O:24].Br[C:26]1[CH:31]=[CH:30][CH:29]=[C:28]([F:32])[CH:27]=1>>[F:32][C:28]1[CH:27]=[C:26]([C:10]2[N:9]([CH2:14][O:15][CH2:16][CH2:17][Si:18]([CH3:21])([CH3:20])[CH3:19])[CH:8]=[C:7]3[C:6]=2[C:5](=[O:22])[N:4]([CH3:23])[C:3](=[O:24])[N:2]3[CH3:1])[CH:31]=[CH:30][CH:29]=1. Reported procedure: The title compound was prepared from 1,3-dimethyl-2,4-dioxo-6-((2-(trimethylsilyl)ethoxy)methyl)-2,3,4,6-tetrahydro-1H-pyrrolo[3,4-d]pyrimidin-5-ylboronic acid (Example 9, step 2) and 1-bromo-3-fluorobenzene by a similar method to Example 9 step 3;